This data is from the Open Reaction Database (ORD), a public repository of structured organic reaction records. The task is: describe an organic reaction: reactants, conditions, products, and yield Starting materials: BrC1=CC(=CC=2N(C(=NC21)C)CC2=CC(=CC=C2)Cl)N2CCOCC2 (4-(4-bromo-1-(3-chlorobenzyl)-2-methyl-1H-benzo[d]imidazol-6-yl)morpholine), COB(OC)OC (trimethylborate). Product: ClC=1C=C(CN2C(=NC3=C2C=C(C=C3B(O)O)N3CCOCC3)C)C=CC1 ((1-(3-chlorobenzyl)-2-methyl-6-morpholino-1H-benzo[d]imidazol-4-yl)boronic acid), product. Isolated yield 17.0%. Reaction SMILES: Br[C:2]1[C:10]2[N:9]=[C:8]([CH3:11])[N:7]([CH2:12][C:13]3[CH:18]=[CH:17][CH:16]=[C:15]([Cl:19])[CH:14]=3)[C:6]=2[CH:5]=[C:4]([N:20]2[CH2:25][CH2:24][O:23][CH2:22][CH2:21]2)[CH:3]=1.C[O:27][B:28](OC)[O:29]C>>[Cl:19][C:15]1[CH:14]=[C:13]([CH:18]=[CH:17][CH:16]=1)[CH2:12][N:7]1[C:6]2[CH:5]=[C:4]([N:20]3[CH2:25][CH2:24][O:23][CH2:22][CH2:21]3)[CH:3]=[C:2]([B:28]([OH:29])[OH:27])[C:10]=2[N:9]=[C:8]1[CH3:11]. Procedure: The titled compound was prepared from 4-(4-bromo-1-(3-chlorobenzyl)-2-methyl-1H-benzo[d]imidazol-6-yl)morpholine (0.65 g, 1.545 mmol) using Method A with trimethylborate to give the product (109 mg, 17%). 1H NMR (400 MHz, DMSO-d6) δ ppm 2.82 (s, 3H) 3.22 (m, 4H) 3.78 (m, 4H) 5.69 (s, 2H) 7.19 (m, 1H) 7.33-7.48 (m, 4H) 7.78 (s, 1H); MS (ES+) 386.0 m/z. Starting materials: FC(F)(F)c1ccc(N2CCNCC2)nc1, O=C(O)C1CN(S(=O)(=O)c2ccccc2)C(=O)N1C1CCCCC1. The product is O=C(C1CN(S(=O)(=O)c2ccccc2)C(=O)N1C1CCCCC1)N1CCN(c2ccc(C(F)(F)F)cn2)CC1. Reaction SMILES: [F:25][C:26]([c:27]1[cH:28][cH:29][c:30]([N:33]2[CH2:34][CH2:35][NH:36][CH2:37][CH2:38]2)[n:31][cH:32]1)([F:39])[F:40].[c:1]1([S:7](=[O:8])(=[O:9])[N:10]2[C:11](=[O:24])[N:12]([CH:18]3[CH2:19][CH2:20][CH2:21][CH2:22][CH2:23]3)[CH:13]([C:15](=[O:16])[OH:17])[CH2:14]2)[cH:2][cH:3][cH:4][cH:5][cH:6]1>>[c:1]1([S:7](=[O:8])(=[O:9])[N:10]2[C:11](=[O:24])[N:12]([CH:18]3[CH2:19][CH2:20][CH2:21][CH2:22][CH2:23]3)[CH:13]([C:15](=[O:16])[N:36]3[CH2:35][CH2:34][N:33]([c:30]4[cH:29][cH:28][c:27]([C:26]([F:25])([F:39])[F:40])[cH:32][n:31]4)[CH2:38][CH2:37]3)[CH2:14]2)[cH:2][cH:3][cH:4][cH:5][cH:6]1. Starting materials: FC=1C=C(C=CC1)C1(CCC2(OCCO2)CC1)O (8-(3-fluorophenyl)-1,4-dioxaspiro[4.5]decan-8-ol), C=1(C(=CC=CC1)C)C (xylene), C1(=CC=C(C=C1)S(=O)(=O)O)C (p-toluenesulfonic acid), C(CO)O (ethylene glycol). Run in O (water). The product is FC=1C=C(C=CC1)C1=CCC2(OCCO2)CC1 (8-(3-fluorophenyl)-1,4-dioxaspiro[4.5]dec-7-ene). Reaction SMILES: [F:1][C:2]1[CH:3]=[C:4]([C:8]2(O)[CH2:17][CH2:16][C:11]3([O:15][CH2:14][CH2:13][O:12]3)[CH2:10][CH2:9]2)[CH:5]=[CH:6][CH:7]=1.C1(C)C(C)=CC=CC=1.C1(C)C=CC(S(O)(=O)=O)=CC=1.C(O)CO>O>[F:1][C:2]1[CH:3]=[C:4]([C:8]2[CH2:17][CH2:16][C:11]3([O:12][CH2:13][CH2:14][O:15]3)[CH2:10][CH:9]=2)[CH:5]=[CH:6][CH:7]=1. Procedure: 513 g of 8-(3-fluorophenyl)-1,4-dioxaspiro[4.5]decan-8-ol, 1.8 l of xylene, 19 g of p-toluenesulfonic acid and 50 ml of ethylene glycol were boiled for 4 hours in a water separator. The reaction solution was cooled to room temperature and washed with 2×200 ml of water. The organic extracts were dried using sodium sulfate, filtered and evaporated to a residue, giving 8-(3-fluorophenyl)-1,4-dioxaspiro[4.5]dec-7-ene. Starting materials: BrC1=C(C=C(C=C1)Br)[N+](=O)[O-] (1,4-dibromo-2-nitro-benzene), [Li]C=1C=CC=CC1 (PhLi), COC1=CC=C(COC=2C=CC(=C(C=O)C2)C)C=C1 (5-(4-Methoxy-benzyloxy)-2-methyl-benzaldehyde). Solvent: C1CCOC1 (THF), C1CCOC1 (THF). Conditions: temperature -78 celsius, time 1 hour. Product: BrC1=CC(=C(C=C1)C(O)C1=C(C=CC(=C1)OCC1=CC=C(C=C1)OC)C)[N+](=O)[O-] ((4-Bromo-2-nitro-phenyl)-[5-(4-methoxy-benzyloxy)-2-methyl-phenyl]-methanol). RXN SMILES: Br[C:2]1[CH:7]=[CH:6][C:5]([Br:8])=[CH:4][C:3]=1[N+:9]([O-:11])=[O:10].[Li]C1C=CC=CC=1.[CH3:19][O:20][C:21]1[CH:37]=[CH:36][C:24]([CH2:25][O:26][C:27]2[CH:28]=[CH:29][C:30]([CH3:35])=[C:31]([CH:34]=2)[CH:32]=[O:33])=[CH:23][CH:22]=1>C1COCC1>[Br:8][C:5]1[CH:6]=[CH:7][C:2]([CH:32]([C:31]2[CH:34]=[C:27]([O:26][CH2:25][C:24]3[CH:23]=[CH:22][C:21]([O:20][CH3:19])=[CH:37][CH:36]=3)[CH:28]=[CH:29][C:30]=2[CH3:35])[OH:33])=[C:3]([N+:9]([O-:11])=[O:10])[CH:4]=1. Procedure: To a solution of 1,4-dibromo-2-nitro-benzene (5.89 g, 21.00 mmol) in THF (300 ml) was added a solution of PhLi (1.8 M in cyclohexane/diethyl ether 7:3, 12.8 ml, 23.1 mmol) at −110° C. The mixture was stirred at the same temperature for 1 h. Compound 502 (4.45 g, 17.4 mmol) in THF (100 ml) was dropwise added to the mixture. The reaction mixture was then allowed to warm to −78° C. and stirred at the same temperature for 4 h. Afterwards, the reaction mixture was quenched with saturated aqueous solu... Procedure details: To a stirred and heated (50° C.) mixture of 2.81 parts of 6-(1H-imidazol-1-ylmethyl)-1H-benzotriazol-1-ol and 22.5 parts of N,N-dimethylformamide were added 0.69 parts of a sodium hydride dispersion. The reaction mixture was stirred until hydrogen evolution had ceased. 1.28 Parts of 1-chloro-2-methoxyethane were added at room temperature and stirring was continued for a while. 22 Parts of dimethyl sulfoxide and 0.04 parts of 2-(2-methoxyethoxy)-N,N-bis[2-(2-methoxyethoxy)ethyl]ethanamine were ad... Starting materials: ClCCOC (1-chloro-2-methoxyethane), COCCOCCN(CCOCCOC)CCOCCOC (2-(2-methoxyethoxy)-N,N-bis[2-(2-methoxyethoxy)ethyl]ethanamine), [H-].[Na+] (sodium hydride), [H][H] (hydrogen), N1(C=NC=C1)CC=1C=CC2=C(N(N=N2)O)C1 (6-(1H-imidazol-1-ylmethyl)-1H-benzotriazol-1-ol). Product: N1(C=NC=C1)CC=1C=CC2=C(N(N=N2)OCCOC)C1 (6-(1H-imidazol-1-ylmethyl)-1-(2-methoxyethoxy)-1H-benzotriazole). Solvent: O (water), CS(=O)C (dimethyl sulfoxide), CN(C=O)C (N,N-dimethylformamide). Reaction SMILES: [N:1]1([CH2:6][C:7]2[CH:8]=[CH:9][C:10]3[N:14]=[N:13][N:12]([OH:15])[C:11]=3[CH:16]=2)[CH:5]=[CH:4][N:3]=[CH:2]1.[H-].[Na+].[H][H].Cl[CH2:22][CH2:23][O:24][CH3:25].COCCOCCN(CCOCCOC)CCOCCOC>O.CS(C)=O.CN(C)C=O>[N:1]1([CH2:6][C:7]2[CH:8]=[CH:9][C:10]3[N:14]=[N:13][N:12]([O:15][CH2:22][CH2:23][O:24][CH3:25])[C:11]=3[CH:16]=2)[CH:5]=[CH:4][N:3]=[CH:2]1 |f:1.2|. Isolated yield 46.7%. Starting materials: NCC=1C=C(C=CC1)NC=1C2=C(N=C(N1)NC1=CC=C(C=C1)N(C(C)=O)C)N(C=C2)S(=O)(=O)C2=CC=C(C)C=C2 (N-(4-(4-(3-(aminomethyl)phenylamino)-7-tosyl-7H-pyrrolo[2,3-d]pyrimidin-2-ylamino)phenyl)-N-methylacetamide), [OH-].[K+] (KOH). Run in CO (MeOH). Run at temperature 60 celsius, time 3 hour. Product: NCC=1C=C(C=CC1)NC=1C2=C(N=C(N1)NC1=CC=C(C=C1)N(C(C)=O)C)NC=C2 (N-(4-(4-(3-(aminomethyl)phenylamino)-7H-pyrrolo[2,3-d]pyrimidin-2-ylamino)phenyl)-N-methylacetamide). Isolated yield 76.3%. RXN SMILES: [NH2:1][CH2:2][C:3]1[CH:4]=[C:5]([NH:9][C:10]2[C:11]3[CH:30]=[CH:29][N:28](S(C4C=CC(C)=CC=4)(=O)=O)[C:12]=3[N:13]=[C:14]([NH:16][C:17]3[CH:22]=[CH:21][C:20]([N:23]([CH3:27])[C:24](=[O:26])[CH3:25])=[CH:19][CH:18]=3)[N:15]=2)[CH:6]=[CH:7][CH:8]=1.[OH-].[K+]>CO>[NH2:1][CH2:2][C:3]1[CH:4]=[C:5]([NH:9][C:10]2[C:11]3[CH:30]=[CH:29][NH:28][C:12]=3[N:13]=[C:14]([NH:16][C:17]3[CH:18]=[CH:19][C:20]([N:23]([CH3:27])[C:24](=[O:26])[CH3:25])=[CH:21][CH:22]=3)[N:15]=2)[CH:6]=[CH:7][CH:8]=1 |f:1.2|. Procedure: To a solution of N-(4-(4-(3-(aminomethyl)phenylamino)-7-tosyl-7H-pyrrolo[2,3-d]pyrimidin-2-ylamino)phenyl)-N-methylacetamide (27 mg, 0.049 mmol) in MeOH (3 mL), aq. 1N KOH (1.0 mL, 1.0 mmol) was added. The mixture was stirred at 60° C. for 3 h. It was concentrated in vacuo. The residue was acidified with HOAc (1 mL) before being purified by HPLC to give the titled compound (15 mg). MS 402.3 (M+H); UV 202.6, 282.9, 315.0 nm. Starting materials: ClC=1C=C(C=C(C1)Cl)C1(CC(=NO1)C1=CC(=C(C(=O)N)C=C1)CC)C(F)(F)F (4-[5-(3,5-dichlorophenyl)-5-trifluoromethyl-4,5-dihydroisoxazole-3-yl]-2-ethyl benzoic acid amide). Run in COC(N(C)C)OC (N,N-dimethylformamide dimethylacetal). The product is ClC=1C=C(C=C(C1)Cl)C1(CC(=NO1)C1=CC(=C(C(=O)N\C=N/OC)C=C1)CC)C(F)(F)F ((Z)-4-[5-(3,5-dichlorophenyl)-5-trifluoromethyl-4,5-dihydroisoxazole-3-yl]-2-ethyl-N-(methoxyiminomethyl)benzoic acid amide). Isolated yield 147.2%. Reaction SMILES: [Cl:1][C:2]1[CH:3]=[C:4]([C:9]2([C:25]([F:28])([F:27])[F:26])[O:13][N:12]=[C:11]([C:14]3[CH:22]=[CH:21][C:17]([C:18]([NH2:20])=[O:19])=[C:16]([CH2:23][CH3:24])[CH:15]=3)[CH2:10]2)[CH:5]=[C:6]([Cl:8])[CH:7]=1>COC(OC)N(C)C>[Cl:1][C:2]1[CH:3]=[C:4]([C:9]2([C:25]([F:26])([F:28])[F:27])[O:13][N:12]=[C:11]([C:14]3[CH:22]=[CH:21][C:17]([C:18]([NH:20]/[CH:11]=[N:12]\[O:13][CH3:9])=[O:19])=[C:16]([CH2:23][CH3:24])[CH:15]=3)[CH2:10]2)[CH:5]=[C:6]([Cl:8])[CH:7]=1. Procedure details: A mixture of 0.18 g of 4-[5-(3,5-dichlorophenyl)-5-trifluoromethyl-4,5-dihydroisoxazole-3-yl]-2-ethyl benzoic acid amide and 10 mL of N,N-dimethylformamide dimethylacetal was stirred under reflux with heating for 4 hours. After the completion of the reaction, the solvent was distilled off under reduced pressure, the residue was dissolved in 5 mL of 1,4-dioxane, and added dropwise in a solution of 0.10 g of methoxyamine hydrochloride and 0.10 g of sodium hydroxide in 4 mL of water and 4 mL of ace...